From a dataset of the Open Reaction Database (ORD), a public repository of structured organic reaction records. describe an organic reaction: reactants, conditions, products, and yield Isolated yield 76.9%. The product is C(C)(C)(C)OC(=O)N1CC2=CC(=CC=C2CC1)/C(=C/C1=CC=CC=C1)/C#N ((Z)-tert-Butyl-7-(1-cyano-2-phenylvinyl)-3,4-dihydroisoquinoline-2(1H)-carboxylate). Procedure: To a solution of 0.231 mmol tert-butyl-7-(cyanomethyl)-3,4-dihydroisoquinoline-2(1H)-carboxylate in 2 ml ethanol were added 0.278 mmol of NaOEt solution (21%) and 0.254 mmol benzaldehyde. The mixture was stirred at room temperature over night. The mixture was diluted with ethanol and H2O, and a white precipitation observed. The solid was filtered off and washed with ethanol and H2O. The white solid was dissolved in methanol. Evaporation of the solvent gave 64 mg (77%) of solid material. Run in C(C)O (ethanol), C(C)O (ethanol), O (H2O). RXN SMILES: [C:1]([O:5][C:6]([N:8]1[CH2:17][CH2:16][C:15]2[C:10](=[CH:11][C:12]([CH2:18][C:19]#[N:20])=[CH:13][CH:14]=2)[CH2:9]1)=[O:7])([CH3:4])([CH3:3])[CH3:2].CC[O-].[Na+].[CH:25](=O)[C:26]1[CH:31]=[CH:30][CH:29]=[CH:28][CH:27]=1>C(O)C.O>[C:1]([O:5][C:6]([N:8]1[CH2:17][CH2:16][C:15]2[C:10](=[CH:11][C:12](/[C:18](/[C:19]#[N:20])=[CH:25]/[C:26]3[CH:31]=[CH:30][CH:29]=[CH:28][CH:27]=3)=[CH:13][CH:14]=2)[CH2:9]1)=[O:7])([CH3:4])([CH3:3])[CH3:2] |f:1.2|. Starting materials: C(C)(C)(C)OC(=O)N1CC2=CC(=CC=C2CC1)CC#N (tert-butyl-7-(cyanomethyl)-3,4-dihydroisoquinoline-2(1H)-carboxylate), CC[O-].[Na+] (NaOEt), C(C1=CC=CC=C1)=O (benzaldehyde). Reactants: C1CCOC1 (THF), O=C1NC2=C(CCN1C1CCN(CC1)C(=O)N[C@@H](C(=O)OCC)CC1=CC=3CCCCC3C=C1)C=CC=C2 (ethyl (R)-2-{[4-(2-oxo-1,2,4,5-tetrahydro-1,3-benzodiazepin-3-yl)-piperidine-1-carbonyl]-amino}-3-(5,6,7,8-tetrahydro-naphthalen-2-yl)-propionate), O.[OH-].[Li+] (lithium hydroxide hydrate). Run in O (water). Run at time 8 hour. Yields the product O=C1NC2=C(CCN1C1CCN(CC1)C(=O)N[C@@H](C(=O)O)CC1=CC=3CCCCC3C=C1)C=CC=C2 ((R)-2-{[4-(2-oxo-1,2,4,5-tetrahydro-1,3-benzodiazepin-3-yl)-piperidine-1-carbonyl]-amino}-3-(5,6,7,8-tetrahydro-naphthalen-2-yl)-propionic acid). Reaction SMILES: C1COCC1.[O:6]=[C:7]1[N:13]([CH:14]2[CH2:19][CH2:18][N:17]([C:20]([NH:22][C@H:23]([CH2:29][C:30]3[CH:39]=[CH:38][C:37]4[CH2:36][CH2:35][CH2:34][CH2:33][C:32]=4[CH:31]=3)[C:24]([O:26]CC)=[O:25])=[O:21])[CH2:16][CH2:15]2)[CH2:12][CH2:11][C:10]2[CH:40]=[CH:41][CH:42]=[CH:43][C:9]=2[NH:8]1.O.[OH-].[Li+]>O>[O:6]=[C:7]1[N:13]([CH:14]2[CH2:19][CH2:18][N:17]([C:20]([NH:22][C@H:23]([CH2:29][C:30]3[CH:39]=[CH:38][C:37]4[CH2:36][CH2:35][CH2:34][CH2:33][C:32]=4[CH:31]=3)[C:24]([OH:26])=[O:25])=[O:21])[CH2:16][CH2:15]2)[CH2:12][CH2:11][C:10]2[CH:40]=[CH:41][CH:42]=[CH:43][C:9]=2[NH:8]1 |f:2.3.4|. Procedure: A mixture of 20 mL THF and 3.4 g (6.5 mmol) ethyl (R)-2-{[4-(2-oxo-1,2,4,5-tetrahydro-1,3-benzodiazepin-3-yl)-piperidine-1-carbonyl]-amino}-3-(5,6,7,8-tetrahydro-naphthalen-2-yl)-propionate was combined with a solution of 0.58 g (13.5 mmol) lithium hydroxide hydrate in 5 mL water and stirred overnight. The reaction mixture was evaporated down under reduced pressure, the residue was taken up in water and acidified by the addition of 1 M HCl. The precipitate was suction filtered and dried. As a reaction SMILES: [C:23]([Li:24])([CH3:25])([CH3:26])[CH3:27].[CH3:52][CH2:53][CH2:54][CH2:55][CH3:56].[Cl:47][CH2:48][CH2:49][CH2:50][I:51].[F:1][C:2]([c:3]1[cH:4][c:5]2[c:6]([cH:19][cH:20]1)[N:7]([C:12](=[O:13])[O:14][C:15]([CH3:16])([CH3:17])[CH3:18])[CH2:8][CH2:9][CH2:10][S:11]2)([F:21])[F:22].[F:28][C:29]([F:30])([F:31])[c:32]1[cH:33][cH:34][c:35]([NH:36][C:37](=[O:38])[O:39][C:40]([CH3:41])([CH3:42])[CH3:43])[cH:44][cH:45]1.[O:57]1[CH2:58][CH2:59][CH2:60][CH2:61]1.[OH2:62].[S:46]>>[F:1][C:2]([c:3]1[cH:4][c:5]2[c:6]([cH:19][cH:20]1)[N:7]([C:12](=[O:13])[O:14][C:15]([CH3:16])([CH3:17])[CH3:18])[CH:8]=[CH:9][CH2:10][S:11]2)([F:21])[F:22]. Reactants: [Li]C(C)(C)C, CCCCC, ClCCCI, CC(C)(C)OC(=O)N1CCCSc2cc(C(F)(F)F)ccc21, CC(C)(C)OC(=O)Nc1ccc(C(F)(F)F)cc1, C1CCOC1, O, S. Yields the product CC(C)(C)OC(=O)N1C=CCSc2cc(C(F)(F)F)ccc21. Reactants: ICC1CCCC1 (iodomethylcyclopentane), C(C)(C)[N-]C(C)C.[Li+] (lithium diisopropylamide), COC(CC1=CC(=C(C=C1)F)F)=O ((3,4-difluoro-phenyl)-acetic acid methyl ester). Run in CN(P(=O)(N(C)C)N(C)C)C (hexamethylphosphoramide), O1CCCC1.CN(P(=O)(N(C)C)N(C)C)C (tetrahydrofuran hexamethylphosphoramide). Reaction conditions: temperature -78 celsius, time 45 minute. The product is hexanes ethyl acetate, COC(C(CC1CCCC1)C1=CC(=C(C=C1)F)F)=O (3-cyclopentyl-2-(3,4-difluoro-phenyl)-propionic acid methyl ester). Isolated yield 103.0%. Reaction SMILES: C([N-]C(C)C)(C)C.[Li+].[CH3:9][O:10][C:11](=[O:21])[CH2:12][C:13]1[CH:18]=[CH:17][C:16]([F:19])=[C:15]([F:20])[CH:14]=1.I[CH2:23][CH:24]1[CH2:28][CH2:27][CH2:26][CH2:25]1>O1CCCC1.CN(C)P(N(C)C)(N(C)C)=O.CN(C)P(N(C)C)(N(C)C)=O>[CH3:9][O:10][C:11](=[O:21])[CH:12]([C:13]1[CH:18]=[CH:17][C:16]([F:19])=[C:15]([F:20])[CH:14]=1)[CH2:23][CH:24]1[CH2:28][CH2:27][CH2:26][CH2:25]1 |f:0.1,4.5|. Procedure details: A solution of freshly prepared lithium diisopropylamide (23.0 mL of a 0.31M stock solution, 7.13 mmol) cooled to −78° C. was treated with (3,4-difluoro-phenyl)-acetic acid methyl ester (1.20 g, 6.48 mmol) in tetrahydrofuran/hexamethylphosphoramide (16.1 mL, 3:1). The resulting solution was stirred at −78° C. for 45 min. At this time, the reaction was treated with a solution of iodomethylcyclopentane (1.50 g, 7.13 mmol) in hexamethylphosphoramide (1 mL). The reaction mixture was stirred at −78° C... Reactants: S(=O)(Cl)Cl (thionyl chloride), CC1=NC2=CC=CC=C2C(=C1)N1C=C(C=2C1=NC=CC2)C(=O)O (1-(2-methylquinolin-4-yl)-1H-pyrrolo[2,3-b]pyridine-3-carboxylic acid). Yields the product Cl.ClC(=O)C1=CN(C2=NC=CC=C21)C2=CC(=NC1=CC=CC=C21)C (3-chlorocarbonyl-1-(2-methylquinolin-4-yl)-1H-pyrrolo[2,3-b]pyridine hydrochloride). Reaction SMILES: S(Cl)([Cl:3])=O.[CH3:5][C:6]1[CH:15]=[C:14]([N:16]2[C:20]3=[N:21][CH:22]=[CH:23][CH:24]=[C:19]3[C:18]([C:25]([OH:27])=O)=[CH:17]2)[C:13]2[C:8](=[CH:9][CH:10]=[CH:11][CH:12]=2)[N:7]=1>>[ClH:3].[Cl:3][C:25]([C:18]1[C:19]2[C:20](=[N:21][CH:22]=[CH:23][CH:24]=2)[N:16]([C:14]2[C:13]3[C:8](=[CH:9][CH:10]=[CH:11][CH:12]=3)[N:7]=[C:6]([CH3:5])[CH:15]=2)[CH:17]=1)=[O:27] |f:2.3|. Reported procedure: 15.5 cm3 of thionyl chloride were added, at a temperature in the region of 25° C. under an argon atmosphere, to 1.1 g (3.6 mmol) of 1-(2-methylquinolin-4-yl)-1H-pyrrolo[2,3-b]pyridine-3-carboxylic acid. After stirring at reflux for 2 h, the reaction mixture was concentrated to dryness under reduced pressure (2.7 kPa). The residue was twice in succession triturated with 10 cm3 of dichloromethane and the supernatant removed, and then the residue was concentrated to dryness under reduced pressure (...